Dataset: the Open Reaction Database (ORD), a public repository of structured organic reaction records. Task: describe an organic reaction: reactants, conditions, products, and yield The reactants are COC1=CC=C(C=C1)C#C (4-methoxy-phenylacetylene), CC1=CC=C(C=C1)N=[N+]=[N-] (4-methyl-phenylazide), IN1CCOCC1 (N-iodomorpholine), C1(=CC=CC=C1)B(O)O (phenylboronic acid). Product: COC1=CC=C(C=C1)C=1N=NN(C1C1=CC=CC=C1)C1=CC=C(C=C1)C (4-(4-methoxyphenyl)-5-phenyl-1-p-tolyl-1H-1,2,3-triazole). Reaction SMILES: [CH3:1][O:2][C:3]1[CH:8]=[CH:7][C:6]([C:9]#[CH:10])=[CH:5][CH:4]=1.[CH3:11][C:12]1[CH:17]=[CH:16][C:15]([N:18]=[N+:19]=[N-:20])=[CH:14][CH:13]=1.IN1CCOCC1.[C:28]1(B(O)O)[CH:33]=[CH:32][CH:31]=[CH:30][CH:29]=1>>[CH3:1][O:2][C:3]1[CH:8]=[CH:7][C:6]([C:9]2[N:20]=[N:19][N:18]([C:15]3[CH:16]=[CH:17][C:12]([CH3:11])=[CH:13][CH:14]=3)[C:10]=2[C:28]2[CH:33]=[CH:32][CH:31]=[CH:30][CH:29]=2)=[CH:5][CH:4]=1. Procedure details: Synthesized from 4-methoxy-phenylacetylene, 4-methyl-phenylazide, N-iodomorpholine and phenylboronic acid using one-pot/three-step general procedure, 1.19 g, 3.50 mmol, 70%; mp=192-195° C. (dec.); IR (υ[cm−1]) 3019, 2937, 1619, 1517, 1481, 1370, 1247, 1177, 1027, 997, 842, 820, 747; 1H NMR (600 MHz, CDCl3) δ=7.50 (d, J=8.4, 2H), 7.39-7.30 (m, 3H), 7.20-7.11 (m, 6H), 6.83 (d, J=8.5, 2H), 3.78 (s, 3H), 2.34 (s, 3H); 13C NMR (151 MHz, CDCl3) δ=159.5, 144.8, 139.2, 134.3, 133.1, 130.4, 129.9, 129.4,... Starting materials: C(C)(C)(C)OC(=O)N1C(CCC1)C(=O)OCCCC=1C=NC=CC1 (3-(3-pyridyl)-1-propyl N-(tert-butyloxycarbonyl)pyrrolidine-2-carboxylate), C([O-])([O-])=O.[K+].[K+] (potassium carbonate). Run in C(Cl)Cl (methylene chloride), FC(C(=O)O)(F)F (trifluoroacetic acid). The product is N1C(CCC1)C(=O)OCCCC=1C=NC=CC1 (3-(3-Pyridyl)-1-propyl pyrrolidine-2-carboxylate). Yield: 76.7%. RXN SMILES: C(OC([N:8]1[CH2:12][CH2:11][CH2:10][CH:9]1[C:13]([O:15][CH2:16][CH2:17][CH2:18][C:19]1[CH:20]=[N:21][CH:22]=[CH:23][CH:24]=1)=[O:14])=O)(C)(C)C.C(=O)([O-])[O-].[K+].[K+]>C(Cl)Cl.FC(F)(F)C(O)=O>[NH:8]1[CH2:12][CH2:11][CH2:10][CH:9]1[C:13]([O:15][CH2:16][CH2:17][CH2:18][C:19]1[CH:20]=[N:21][CH:22]=[CH:23][CH:24]=1)=[O:14] |f:1.2.3|. Reported procedure: A solution of 3-(3-pyridyl)-1-propyl N-(tert-butyloxycarbonyl)pyrrolidine-2-carboxylate (3.0 g; 8.9 mmol) in methylene chloride (40 mL) and trifluoroacetic acid (8 mL) was stirred at room temperature for three hours. Saturated potassium carbonate was added until the pH was basic, and the reaction mixture was extracted with methylene chloride (3x). The combined organic extracts were dried and concentrated to yield 1.60 g (77%) of the free amine as a thick oil. 1H NMR (300 MHz, CDCl3): δ1.71-2.09 ... Reactants: CC(=O)OCC(=O)CCl, C[Si](C)(C)OCCO[Si](C)(C)C, ClCCl, C[Si](C)(C)OS(=O)(=O)C(F)(F)F. Yields the product CC(=O)OCC1(CCl)OCCO1. Reaction SMILES: [C:1]([CH3:2])(=[O:3])[O:4][CH2:5][C:6](=[O:7])[CH2:8][Cl:9].[CH3:10][Si:11]([O:12][CH2:13][CH2:14][O:17][Si:18]([CH3:19])([CH3:20])[CH3:21])([CH3:15])[CH3:16].[Cl:34][CH2:35][Cl:36].[F:22][C:23]([F:24])([F:25])[S:26]([O:27][Si:28]([CH3:29])([CH3:30])[CH3:31])(=[O:32])=[O:33]>>[C:1]([CH3:2])(=[O:3])[O:4][CH2:5][C:6]1([CH2:8][Cl:9])[O:7][CH2:14][CH2:13][O:12]1. The reactants are CC(C)(C)NC(=O)C(=O)C(C)(C)C, Cc1ccccc1, O, CC(N)c1ccccc1. The product is CC(N=C(C(=O)NC(C)(C)C)C(C)(C)C)c1ccccc1. RXN SMILES: [C:1]([CH3:2])([CH3:3])([CH3:4])[NH:5][C:6]([C:7]([C:8]([CH3:9])([CH3:10])[CH3:11])=[O:12])=[O:13].[CH3:24][c:25]1[cH:26][cH:27][cH:28][cH:29][cH:30]1.[OH2:23].[c:14]1([CH:20]([CH3:21])[NH2:22])[cH:15][cH:16][cH:17][cH:18][cH:19]1>>[C:1]([CH3:2])([CH3:3])([CH3:4])[NH:5][C:6]([C:7]([C:8]([CH3:9])([CH3:10])[CH3:11])=[N:22][CH:20]([c:14]1[cH:15][cH:16][cH:17][cH:18][cH:19]1)[CH3:21])=[O:13]. Starting materials: FC1=C(C=CC(=C1)CCO)O (2-fluoro-4-(2-hydroxyethyl)phenol), FC(C=1C=C(C=CC1)B(O)O)(F)F ((3-(trifluoromethyl)phenyl)boronic acid). Product: FC=1C=C(C=CC1OC1=CC(=CC=C1)C(F)(F)F)CCO (2-[3-Fluoro-4-(3-trifluoromethyl-phenoxy)-phenyl]-ethanol). As a reaction SMILES: [F:1][C:2]1[CH:7]=[C:6]([CH2:8][CH2:9][OH:10])[CH:5]=[CH:4][C:3]=1[OH:11].[F:12][C:13]([F:24])([F:23])[C:14]1[CH:15]=[C:16](B(O)O)[CH:17]=[CH:18][CH:19]=1>>[F:1][C:2]1[CH:7]=[C:6]([CH2:8][CH2:9][OH:10])[CH:5]=[CH:4][C:3]=1[O:11][C:18]1[CH:17]=[CH:16][CH:15]=[C:14]([C:13]([F:24])([F:23])[F:12])[CH:19]=1. Procedure: The title compound was prepared by a procedure similar to that described for D120 starting from 2-fluoro-4-(2-hydroxyethyl)phenol and (3-(trifluoromethyl)phenyl)boronic acid. Reactants: C12(CCCCC2O1)COC=1C=C(C=O)C=CC1 (3-(7-oxabicyclo[4.1.0]heptan-1-ylmethoxy)benzaldehyde), C(C)#N.[Li] (lithium acetonitrile), C(C)#N (acetonitrile), [Li+].CC(C)[N-]C(C)C (LDA), solution. The solvent is C1CCOC1 (THF), C1CCOC1 (THF), CCCCCCC.C1CCOC1.C(C)C1=CC=CC=C1 (heptane THF ethylbenzene). Conditions: temperature -78 celsius, time 30 minute. The product is C12(CCCCC2O1)COC=1C=C(C=CC1)C(CC#N)O (3-(3-(7-oxabicyclo[4.1.0]heptan-1-ylmethoxy)phenyl)-3-hydroxypropane-nitrile). RXN SMILES: [C:1](#[N:3])[CH3:2].[Li+].CC([N-]C(C)C)C.[C:12]12([CH2:19][O:20][C:21]3[CH:22]=[C:23]([CH:26]=[CH:27][CH:28]=3)[CH:24]=[O:25])[O:18][CH:17]1[CH2:16][CH2:15][CH2:14][CH2:13]2.C(#N)C.[Li]>C1COCC1.CCCCCCC.C1COCC1.C(C1C=CC=CC=1)C>[C:12]12([CH2:19][O:20][C:21]3[CH:22]=[C:23]([CH:24]([OH:25])[CH2:2][C:1]#[N:3])[CH:26]=[CH:27][CH:28]=3)[O:18][CH:17]1[CH2:16][CH2:15][CH2:14][CH2:13]2 |f:1.2,4.5,7.8.9,^1:31|. Procedure details: To a −78° C. solution of acetonitrile (240 uL, 4.6 mmol) in THF under argon was added a solution of LDA (2.2 mL of a 2M solution in heptane/THF/ethylbenzene, 4.4 mmol). The resulting mixture was stirred at −78° C. for 30 min. In a separate flask, a solution of 3-(7-oxabicyclo[4.1.0]heptan-1-ylmethoxy)benzaldehyde (0.90 g, 4.1 mmol) in THF was cooled to −78° C. under argon. The freshly made lithium acetonitrile solution described above was added dropwise. The reaction mixture was stirred at −78° ... The reactants are CCCCC1CCNCC1, CO, CCc1c(Cl)cc2c(c1Cl)OCC(=O)N2CCCCl, ClCCl, [I-], [K+], [K+], [Na+], O=C([O-])[O-]. Yields the product CCCCC1CCN(CCCN2C(=O)COc3c2cc(Cl)c(CC)c3Cl)CC1. As a reaction SMILES: [CH2:28]([CH2:29][CH2:30][CH3:31])[CH:32]1[CH2:33][CH2:34][NH:35][CH2:36][CH2:37]1.[CH3:41][OH:42].[Cl:1][c:2]1[c:3]([CH2:18][CH3:19])[c:4]([Cl:17])[c:5]2[c:6]([cH:16]1)[N:7]([CH2:12][CH2:13][CH2:14][Cl:15])[C:8](=[O:11])[CH2:9][O:10]2.[Cl:38][CH2:39][Cl:40].[I-:26].[K+:20].[K+:21].[Na+:27].[O-:22][C:23]([O-:24])=[O:25]>>[Cl:1][c:2]1[c:3]([CH2:18][CH3:19])[c:4]([Cl:17])[c:5]2[c:6]([cH:16]1)[N:7]([CH2:12][CH2:13][CH2:14][N:35]1[CH2:34][CH2:33][CH:32]([CH2:28][CH2:29][CH2:30][CH3:31])[CH2:37][CH2:36]1)[C:8](=[O:11])[CH2:9][O:10]2. Starting materials: C(C)(C)(C)OC(NC1=C(C=C(C=C1)I)[N+](=O)[O-])=O ((4-Iodo-2-nitro-phenyl)-carbamic acid tert.-butyl ester), B1(OC(C(O1)(C)C)(C)C)B2OC(C(O2)(C)C)(C)C (bis(pinacolato)diboron), BrC=1C=NC=CC1 (3-bromopyridine). The product is C(C)(C)(C)OC(NC1=C(C=C(C=C1)C=1C=NC=CC1)[N+](=O)[O-])=O ((2-Nitro-4-pyridin-3-yl-phenyl)-carbamic acid tert.-butyl ester). RXN SMILES: [C:1]([O:5][C:6](=[O:18])[NH:7][C:8]1[CH:13]=[CH:12][C:11](I)=[CH:10][C:9]=1[N+:15]([O-:17])=[O:16])([CH3:4])([CH3:3])[CH3:2].B1(B2OC(C)(C)C(C)(C)O2)OC(C)(C)C(C)(C)O1.Br[C:38]1[CH:39]=[N:40][CH:41]=[CH:42][CH:43]=1>>[C:1]([O:5][C:6](=[O:18])[NH:7][C:8]1[CH:13]=[CH:12][C:11]([C:38]2[CH:39]=[N:40][CH:41]=[CH:42][CH:43]=2)=[CH:10][C:9]=1[N+:15]([O-:17])=[O:16])([CH3:4])([CH3:3])[CH3:2]. Procedure details: Prepared from (4-iodo-2-nitro-phenyl)-carbamic acid tert.-butyl ester (Example A1), bis(pinacolato)diboron and 3-bromopyridine according to the general procedure C. Obtained as a yellow solid (587 mg). The reactants are C([O-])([O-])=O.[K+].[K+] (potassium carbonate), ClC=1C=C(C=CC1Cl)CN=[N+]=[N-] ((3,4-dichlorophenyl)methyl azide), ClC=1C=C(C=CC1Cl)CN=[N+]=[N-] ((3,4-dichlorophenyl)methyl azide), C(CC(=O)C)(=O)OC (methyl acetoacetate), O (water). Solvent: CS(=O)C (DMSO). Conditions: temperature 40 celsius, time 48 hour. The product is ClC=1C=C(C=CC1Cl)CN1N=NC(=C1C)C(=O)OC (Methyl 1-[(3,4-dichlorophenyl)methyl]-5-methyl-1H-1,2,3-triazole-4-carboxylate), crystals. Yield: 67.0%. RXN SMILES: C(=O)([O-])[O-].[K+].[K+].[Cl:7][C:8]1[CH:9]=[C:10]([CH2:15][N:16]=[N+:17]=[N-:18])[CH:11]=[CH:12][C:13]=1[Cl:14].[C:19]([O:25][CH3:26])(=[O:24])[CH2:20][C:21]([CH3:23])=O.O>CS(C)=O>[Cl:7][C:8]1[CH:9]=[C:10]([CH2:15][N:16]2[C:21]([CH3:23])=[C:20]([C:19]([O:25][CH3:26])=[O:24])[N:18]=[N:17]2)[CH:11]=[CH:12][C:13]=1[Cl:14] |f:0.1.2|. Reported procedure: To a suspension of milled potassium carbonate (38.7 g, 0.28 mol) in DMSO (100 mL) was added (3,4-dichlorophenyl)methyl azide (Intermediate 3) (14 g, 0.07 mol) and methyl acetoacetate (12.1 g, 0.1 mol). The mixture was stirred at 40° C. for 48 hours. The mixture was poured into a mixture of ice and water (100 mL). The water was extracted with ethyl acetate (100 mL×2). The combined organic phases were dried over sodium sulfate, filtered and concentrated. The residue was purified by distillation to...